Task: describe an organic reaction: reactants, conditions, products, and yield. Dataset: the Open Reaction Database (ORD), a public repository of structured organic reaction records Starting materials: OC1=C(CO)C=CC=C1 (2-Hydroxybenzyl alcohol), C1C=CC2=CC=CC=C12 (indene). Product: C1=C2C[C@@H]3CC4=C(O[C@@H]3C2=CC=C1)C=CC=C4 (cis-4b,10,10a,11-tetrahydrobenz(b)indeno(2,1-e)pyran). As a reaction SMILES: O[C:2]1[CH:9]=[CH:8][CH:7]=[CH:6][C:3]=1[CH2:4][OH:5].[CH2:10]1[C:18]2[C:13](=[CH:14][CH:15]=[CH:16][CH:17]=2)[CH:12]=[CH:11]1>>[CH:9]1[CH:8]=[CH:7][CH:6]=[C:3]2[C:2]=1[CH2:10][C@H:11]1[C@@H:4]2[O:5][C:14]2[CH:15]=[CH:16][CH:17]=[CH:18][C:13]=2[CH2:12]1. Reported procedure: 2-Hydroxybenzyl alcohol (15.0 g) and indene (75 g.) were heated at 210° for 1.5 hr. The unchanged indene was distilled off under reduced pressure and the residue chromatographed on silica gel, eluting with toluene. The product thus obtained, was recrystallised from cyclohexane to yield cis-4b,10,10a,11-tetrahydrobenz(b)indeno(2,1-e)pyran, 2.54 g., m.pt. 59°-60°. The product was characterised by its 1H-n.m.r spectrum. Isomeric purity was established by 13C-n.m.r spectroscopy The reactants are C1(CC1)N(C(C1=CC=C(C=C1)C1=CN=CO1)=O)C1CCNCC1 (N-cyclopropyl-4-oxazol-5-yl-N-piperidin-4-yl-benzamide), ClC1=NC=C(C=N1)CCC (2-chloro-5-propyl-pyrimidine). Product: C1(CC1)N(C(C1=CC=C(C=C1)C1=CN=CO1)=O)C1CCN(CC1)C1=NC=C(C=N1)CCC (N-Cyclopropyl-4-oxazol-5-yl-N-[1-(5-propyl-pyrimidin-2-yl)-piperidin-4-yl]-benzamide). Reaction SMILES: [CH:1]1([N:4]([CH:18]2[CH2:23][CH2:22][NH:21][CH2:20][CH2:19]2)[C:5](=[O:17])[C:6]2[CH:11]=[CH:10][C:9]([C:12]3[O:16][CH:15]=[N:14][CH:13]=3)=[CH:8][CH:7]=2)[CH2:3][CH2:2]1.Cl[C:25]1[N:30]=[CH:29][C:28]([CH2:31][CH2:32][CH3:33])=[CH:27][N:26]=1>>[CH:1]1([N:4]([CH:18]2[CH2:23][CH2:22][N:21]([C:25]3[N:30]=[CH:29][C:28]([CH2:31][CH2:32][CH3:33])=[CH:27][N:26]=3)[CH2:20][CH2:19]2)[C:5](=[O:17])[C:6]2[CH:7]=[CH:8][C:9]([C:12]3[O:16][CH:15]=[N:14][CH:13]=3)=[CH:10][CH:11]=2)[CH2:3][CH2:2]1. Reported procedure: The title compound is prepared from N-cyclopropyl-4-oxazol-5-yl-N-piperidin-4-yl-benzamide and 2-chloro-5-propyl-pyrimidine following a procedure analogous to that described in Example 19. LC (method 9): tR=1.86 min; Mass spectrum (ESI+): m/z=432 [M+H]+. Reactants: [OH-].[Na+] (sodium hydroxide), ClC1=C(C(=CC=C1)Cl)N=C1N(CCN1)O (2-[(2,6-dichlorophenyl)imino]-1-hydroxyimidazolidine), S(=O)(=O)([O-])[O-].C(CCC)[N+](CCCC)(CCCC)CCCC.C(CCC)[N+](CCCC)(CCCC)CCCC (tetra-n-butylammonium sulfate), Cl.ClCC1=[N+](C=CC=C1)[O-] (2-chloromethyl-pyridine N-oxide hydrochloride). Run in C1(=CC=CC=C1)C (toluene). Conditions: time 2 hour. Yields the product ClC1=C(C(=CC=C1)Cl)N=C1N(CCN1)OCC1=[N+](C=CC=C1)[O-] (2-([{2-[(2,6-dichlorophenyl)imino]-1-imidazol idinyl}oxy]methyl)-pyridine 1-oxide). As a reaction SMILES: [Cl:1][C:2]1[CH:7]=[CH:6][CH:5]=[C:4]([Cl:8])[C:3]=1[N:9]=[C:10]1[NH:14][CH2:13][CH2:12][N:11]1[OH:15].S([O-])([O-])(=O)=O.C([N+](CCCC)(CCCC)CCCC)CCC.C([N+](CCCC)(CCCC)CCCC)CCC.Cl.Cl[CH2:57][C:58]1[CH:63]=[CH:62][CH:61]=[CH:60][N+:59]=1[O-:64].[OH-].[Na+]>C1(C)C=CC=CC=1>[Cl:8][C:4]1[CH:5]=[CH:6][CH:7]=[C:2]([Cl:1])[C:3]=1[N:9]=[C:10]1[NH:14][CH2:13][CH2:12][N:11]1[O:15][CH2:57][C:58]1[CH:63]=[CH:62][CH:61]=[CH:60][N+:59]=1[O-:64] |f:1.2.3,4.5,6.7|. Reported procedure: A suspension of 9.84 g of 2-[(2,6-dichlorophenyl)imino]-1-hydroxyimidazolidine, 1.4 g of tetra-n-butylammonium sulfate and 7.56 g of 2-chloromethyl-pyridine N-oxide hydrochloride in 140 ml of toluene is treated with 30 ml of 28 percent sodium hydroxide while stirring vigorously. The temperature rises immediately to 30°. After 2 hours, the precipitate is removed by filtration under suction, washed with water and dried at 60° in vacuo. From methanol and acetonitrile there is obtained 2-([{2-[(2,6-... Reactants: C(C)(=O)NC1=CC=C(C=C1)C(C(C)=NO)=O (4'-Acetamido-2-hydroxyiminopropiophenone), NNC(=S)N (thiosemicarbazide), C(C)(=O)O (acetic acid). Solvent: CO (methanol), O (water). The product is C(C)(=O)NC1=CC=C(C=C1)C(C(C)=NO)=NNC(=S)N (4'-acetamido-2-hydroxyiminopropiophenone thiosemicarbazone). Yield: 68.2%. As a reaction SMILES: [C:1]([NH:4][C:5]1[CH:10]=[CH:9][C:8]([C:11](=O)[C:12](=[N:14][OH:15])[CH3:13])=[CH:7][CH:6]=1)(=[O:3])[CH3:2].[NH2:17][NH:18][C:19]([NH2:21])=[S:20].C(O)(=O)C>CO.O>[C:1]([NH:4][C:5]1[CH:10]=[CH:9][C:8]([C:11](=[N:17][NH:18][C:19]([NH2:21])=[S:20])[C:12](=[N:14][OH:15])[CH3:13])=[CH:7][CH:6]=1)(=[O:3])[CH3:2]. Reported procedure: 4'-Acetamido-2-hydroxyiminopropiophenone (1.87 g) was added to a suspension of thiosemicarbazide (1 g) and acetic acid (0.1 ml) in a mixture of methanol (15 ml) and water (3 ml) and then heated at 100° for 39 hours with stirring. After cooling, the resultant precipitates were collected by filtration, washed with methanol, and then dried to give 1.7 g of 4'-acetamido-2-hydroxyiminopropiophenone thiosemicarbazone. Reaction SMILES: [C:5]([CH3:6])([CH3:7])([CH2:8][CH3:9])[NH:10][NH2:11].[ClH:12].[K:1][O:2][C:3]#[N:4].[OH2:13]>>[O:2]=[C:3]([NH2:4])[NH:11][NH:10][C:5]([CH3:6])([CH3:7])[CH2:8][CH3:9]. Yields the product CCC(C)(C)NNC(N)=O. Reactants: CCC(C)(C)NN, Cl, N#CO[K], O. Reactants: O=C([O-])O, COc1ccc(P2(=S)SP(=S)(c3ccc(OC)cc3)S2)cc1, Cc1ccccc1, [Na+], CCOC(=O)CC(=O)CC(=O)OCC. The product is CCOC(=O)CC(=S)CC(=O)OCC. RXN SMILES: [C:15](=[O:16])([OH:17])[O-:18].[CH3:20][O:21][c:22]1[cH:23][cH:24][c:25]([P:26]2(=[S:29])[S:27][P:28]([c:30]3[cH:31][cH:32][c:33]([O:34][CH3:35])[cH:36][cH:37]3)(=[S:38])[S:39]2)[cH:40][cH:41]1.[CH3:42][c:43]1[cH:44][cH:45][cH:46][cH:47][cH:48]1.[Na+:19].[O:1]=[C:2]([CH2:3][C:4](=[O:5])[O:6][CH2:7][CH3:8])[CH2:9][C:10](=[O:11])[O:12][CH2:13][CH3:14]>>[C:2]([CH2:3][C:4](=[O:5])[O:6][CH2:7][CH3:8])([CH2:9][C:10](=[O:11])[O:12][CH2:13][CH3:14])=[S:29]. The reactants are FC1=CC=C(C=C1)/C=C/C1=CC=C(C=C1)N ((E)-4-[2-(4-fluoro-phenyl)-vinyl]-phenylamine), C(C(=C)CC(=O)O)(=O)O (itaconic acid). The product is FC1=CC=C(C=C1)/C=C/C1=CC=C(C=C1)N1CC(CC1=O)C(=O)O ((RS)-(E)-1-{4-[2-(4-fluoro-phenyl)-vinyl]-phenyl}-5-oxo-pyrrolidine-3-carboxylic acid). Reaction SMILES: [F:1][C:2]1[CH:7]=[CH:6][C:5](/[CH:8]=[CH:9]/[C:10]2[CH:15]=[CH:14][C:13]([NH2:16])=[CH:12][CH:11]=2)=[CH:4][CH:3]=1.[C:17]([OH:25])(=[O:24])[C:18]([CH2:20][C:21](O)=[O:22])=[CH2:19]>>[F:1][C:2]1[CH:3]=[CH:4][C:5](/[CH:8]=[CH:9]/[C:10]2[CH:11]=[CH:12][C:13]([N:16]3[C:21](=[O:22])[CH2:20][CH:18]([C:17]([OH:25])=[O:24])[CH2:19]3)=[CH:14][CH:15]=2)=[CH:6][CH:7]=1. Procedure details: In an analogous manner to that described in Example 36 c), the reaction of (E)-4-[2-(4-fluoro-phenyl)-vinyl]-phenylamine with itaconic acid yields the (RS)-(E)-1-{4-[2-(4-fluoro-phenyl)-vinyl]-phenyl}-5-oxo-pyrrolidine-3-carboxylic acid which was directly engaged in the next step without further purification and characterisation. Starting materials: C(C)OC(CCNS(=O)(=O)C1=CN=C(S1)NC(=O)N(C1=CC(=C(C=C1)F)F)CC1CCCC1)=O (3-{2-[3-cyclopentylmethyl-3-(3,4-difluoro-phenyl)-ureido]-thiazole-5-sulfonylamino}-propionic acid ethyl ester), C1(CCCC1)C=O (cyclopentanecarbaldehyde), C(C)OC(CCNS(=O)(=O)C1=CN=C(S1)N)=O (3-(2-amino-thiazole-5-sulfonylamino)-propionic acid ethyl ester), C1(CCCC1)CN(C(NC=1SC=C(N1)CC(=O)O)=O)C1=CC(=C(C=C1)F)F ({2-[3-cyclopentylmethyl-3-(3,4-difluoro-phenyl)-ureido]-thiazol-4-yl}-acetic acid), FC=1C=C(N)C=CC1F (3,4-difluoroaniline), COC(=O)[C@H]1N(CCC1)S(=O)(=O)C1=CN=C(S1)N ((S)-1-(2-amino-thiazole-5-sulfonyl)-pyrrolidine-2-carboxylic acid methyl ester). Product: C1(CCCC1)CN(C(NC=1SC(=CN1)S(=O)(=O)NCCC(=O)O)=O)C1=CC(=C(C=C1)F)F (3-{2-[3-Cyclopentylmethyl-3-(3,4-difluoro-phenyl)-ureido]-thiazole-5-sulfonylamino}-propionic acid). Reaction SMILES: C([O:3][C:4](=[O:34])[CH2:5][CH2:6][NH:7][S:8]([C:11]1[S:15][C:14]([NH:16][C:17]([N:19]([CH2:28][CH:29]2[CH2:33][CH2:32][CH2:31][CH2:30]2)[C:20]2[CH:25]=[CH:24][C:23]([F:26])=[C:22]([F:27])[CH:21]=2)=[O:18])=[N:13][CH:12]=1)(=[O:10])=[O:9])C.C1(CN(C2C=CC(F)=C(F)C=2)C(=O)NC2SC=C(CC(O)=O)N=2)CCCC1.FC1C=C(C=CC=1F)N.C1(C=O)CCCC1.C(OC(=O)CCNS(C1SC(N)=NC=1)(=O)=O)C.COC([C@@H]1CCCN1S(C1SC(N)=NC=1)(=O)=O)=O>>[CH:29]1([CH2:28][N:19]([C:20]2[CH:25]=[CH:24][C:23]([F:26])=[C:22]([F:27])[CH:21]=2)[C:17](=[O:18])[NH:16][C:14]2[S:15][C:11]([S:8]([NH:7][CH2:6][CH2:5][C:4]([OH:34])=[O:3])(=[O:10])=[O:9])=[CH:12][N:13]=2)[CH2:33][CH2:32][CH2:31][CH2:30]1. Procedure: The title compound was prepared via 3-{2-[3-cyclopentylmethyl-3-(3,4-difluoro-phenyl)-ureido]-thiazole-5-sulfonylamino}-propionic acid ethyl ester in a similar manner as described for the synthesis of {2-[3-cyclopentylmethyl-3-(3,4-difluoro-phenyl)-ureido]-thiazol-4-yl}-acetic acid, using 3,4-difluoroaniline, cyclopentanecarbaldehyde and 3-(2-amino-thiazole-5-sulfonylamino)-propionic acid ethyl ester the latter prepared in a similar manner as (S)-1-(2-amino-thiazole-5-sulfonyl)-pyrrolidine-2-car... Starting materials: CCCC[N+](CCCC)(CCCC)CCCC, Cc1cc(N2CCCC2)c2ccc(C#N)cc2n1, ClCCl, [Na+], [OH-], OO, O=S(=O)([O-])O. Yields the product Cc1cc(N2CCCC2)c2ccc(C(N)=O)cc2n1. RXN SMILES: [CH2:31]([N+:32]([CH2:33][CH2:34][CH2:35][CH3:36])([CH2:37][CH2:38][CH2:39][CH3:40])[CH2:41][CH2:42][CH2:43][CH3:44])[CH2:45][CH2:46][CH3:47].[CH3:1][c:2]1[n:3][c:4]2[cH:5][c:6]([C:17]#[N:18])[cH:7][cH:8][c:9]2[c:10]([N:12]2[CH2:13][CH2:14][CH2:15][CH2:16]2)[cH:11]1.[Cl:23][CH2:24][Cl:25].[Na+:22].[OH-:21].[OH:19][OH:20].[S:26]([O-:27])([OH:28])(=[O:29])=[O:30]>>[CH3:1][c:2]1[n:3][c:4]2[cH:5][c:6]([C:17]([NH2:18])=[O:19])[cH:7][cH:8][c:9]2[c:10]([N:12]2[CH2:13][CH2:14][CH2:15][CH2:16]2)[cH:11]1. Reactants: Cc1cc(F)ccc1[N+](=O)[O-], CN(C)C=O, Oc1cccnc1. Yields the product Cc1cc(Oc2cccnc2)ccc1[N+](=O)[O-]. As a reaction SMILES: [F:8][c:9]1[cH:10][cH:11][c:12]([N+:16](=[O:17])[O-:18])[c:13]([CH3:15])[cH:14]1.[O:19]=[CH:20][N:21]([CH3:22])[CH3:23].[OH:1][c:2]1[cH:3][n:4][cH:5][cH:6][cH:7]1>>[O:1]([c:2]1[cH:3][n:4][cH:5][cH:6][cH:7]1)[c:9]1[cH:10][cH:11][c:12]([N+:16](=[O:17])[O-:18])[c:13]([CH3:15])[cH:14]1.